From a dataset of the Open Reaction Database (ORD), a public repository of structured organic reaction records. describe an organic reaction: reactants, conditions, products, and yield Reactants: [OH-].[Na+] (sodium hydroxide), C[Si](C#CC(OCC)(OCC)OCC)(C)C (trimethyl-triethoxyprop-1-ynyl-silane). Solvent: O (water), C(C)O (ethanol), O (water). Reaction conditions: time 1 hour. Product: C(C)OC(C#C)(OCC)OCC (3,3,3-Triethoxypropyne). The yield is 55.8%. Reaction SMILES: [OH-].[Na+].C[Si](C)(C)[C:5]#[C:6][C:7]([O:14][CH2:15][CH3:16])([O:11][CH2:12][CH3:13])[O:8][CH2:9][CH3:10]>O.C(O)C>[CH2:15]([O:14][C:7]([O:8][CH2:9][CH3:10])([O:11][CH2:12][CH3:13])[C:6]#[CH:5])[CH3:16] |f:0.1|. Reported procedure: A solution of sodium hydroxide (0.14 g, 3.60 mmol) in water (50 mL) was added to a solution of trimethyl-triethoxyprop-1-ynyl-silane (50.0 g, 208 mmol) in ethanol (250 mL). After stirring for 1 hour at room temperature, water was added and the mixture was extracted with ethyl acetate. The organic extracts were dried with magnesium sulfate and the solvent was removed under reduced pressure to give the title compound (20.0 g, 52% yield) as yellow oil. 1H NMR (CDCl3) δ 3.70 (q, 6H, J=8.0 Hz), 2.56 ... Reactants: C(C)(C)(C)N1N=CC(=C1C1=CC=C(C=C1)F)C=1SC=C(N1)CC(=O)O (2-(2-(1-tert-butyl-5-(4-fluorophenyl)-1H-pyrazol-4-yl)thiazol-4-yl)acetic acid), O1CCN(CC1)CCN (2-morpholinoethanamine). Yields the product C(C)(C)(C)N1N=CC(=C1C1=CC=C(C=C1)F)C=1SC=C(N1)CC(=O)NCCN1CCOCC1 (2-{2-[1-tert-butyl-5-(4-fluorophenyl)-1H-pyrazol-4-yl]-1,3-thiazol-4-yl}-N-(2-morpholin-4-ylethyl)acetamide). RXN SMILES: [C:1]([N:5]1[C:9]([C:10]2[CH:15]=[CH:14][C:13]([F:16])=[CH:12][CH:11]=2)=[C:8]([C:17]2[S:18][CH:19]=[C:20]([CH2:22][C:23](O)=[O:24])[N:21]=2)[CH:7]=[N:6]1)([CH3:4])([CH3:3])[CH3:2].[O:26]1[CH2:31][CH2:30][N:29]([CH2:32][CH2:33][NH2:34])[CH2:28][CH2:27]1>>[C:1]([N:5]1[C:9]([C:10]2[CH:15]=[CH:14][C:13]([F:16])=[CH:12][CH:11]=2)=[C:8]([C:17]2[S:18][CH:19]=[C:20]([CH2:22][C:23]([NH:34][CH2:33][CH2:32][N:29]3[CH2:30][CH2:31][O:26][CH2:27][CH2:28]3)=[O:24])[N:21]=2)[CH:7]=[N:6]1)([CH3:2])([CH3:3])[CH3:4]. Procedure details: Using 2-(2-(1-tert-butyl-5-(4-fluorophenyl)-1H-pyrazol-4-yl)thiazol-4-yl)acetic acid and 2-morpholinoethanamine and by reaction and purification in the same manner as in the method described in Example 1, step 7, the title compound was obtained. The yield is 72.0%. Yields the product C(C=1C(N)=CC=CC1)(=O)OCCN1CCN(CC1)C1=CC(=CC=C1)Cl (2-(4-m-chlorophenylpiperazino)-ethyl anthranilate). The solvent is C1(=CC=CC=C1)C (toluene). The reactants are C(C=1C(N)=CC=CC1)(=O)OC (methyl anthranilate), ClC=1C=C(C=CC1)N1CCN(CC1)CCO (2-(4-m-chlorophenylpiperazino)-ethanol), [Na] (sodium). Procedure: 10.6 G. (0.07 mol) of methyl anthranilate, 12.1 g. (0.05 mol) of 2-(4-m-chlorophenylpiperazino)-ethanol, 150 ml. of dry toluene and 0.09 g. of sodium are heated in a distillation apparatus for 2 1/2 hours on an oil bath, while slowly distilling the methanol eliminated in the transesterification reaction. The toluene solution is filtered while hot to remove a small amount of insoluble matter, the toluene is evaporated from the filtrate, and the residue is triturated in petroleum ether, filtered a... Reaction SMILES: [C:1]([O:10][CH3:11])(=[O:9])[C:2]1[C:3](=[CH:5][CH:6]=[CH:7][CH:8]=1)[NH2:4].[Cl:12][C:13]1[CH:14]=[C:15]([N:19]2[CH2:24][CH2:23][N:22]([CH2:25]CO)[CH2:21][CH2:20]2)[CH:16]=[CH:17][CH:18]=1.[Na]>C1(C)C=CC=CC=1>[C:1]([O:10][CH2:11][CH2:25][N:22]1[CH2:21][CH2:20][N:19]([C:15]2[CH:16]=[CH:17][CH:18]=[C:13]([Cl:12])[CH:14]=2)[CH2:24][CH2:23]1)(=[O:9])[C:2]1[C:3](=[CH:5][CH:6]=[CH:7][CH:8]=1)[NH2:4] |^1:27|. The reactants are C(C)(C)O[Si](Cl)(C)C (isopropoxydimethylchlorosilane), C(=C)C1=CC=C(C=C1)[Mg]Cl ((4-vinylphenyl)magnesium chloride), C(=C)C1=CC=C(C=C1)Cl (4-vinylphenyl chloride), [Mg] (magnesium). Run in C1CCOC1 (THF), C1CCOC1 (THF). The yield is 45.0%. As a reaction SMILES: [CH:1]([O:4][Si:5]([CH3:8])([CH3:7])Cl)([CH3:3])[CH3:2].[CH:9]([C:11]1[CH:16]=[CH:15][C:14]([Mg]Cl)=[CH:13][CH:12]=1)=[CH2:10].C(C1C=CC(Cl)=CC=1)=C.[Mg]>C1COCC1>[CH:9]([C:11]1[CH:16]=[CH:15][C:14]([Si:5]([CH3:8])([CH3:7])[O:4][CH:1]([CH3:3])[CH3:2])=[CH:13][CH:12]=1)=[CH2:10]. Procedure: A solution of isopropoxydimethylchlorosilane (15.2 g, 100 mmole) in dry THF (50 mL) was added dropwise over a 1 hour period to a solution of (4-vinylphenyl)magnesium chloride, prepared from 4-vinylphenyl chloride (13.85 g, 100 mmole) and magnesium (3.0 g, 125 mmole) in dry 100 mL THF. The temperature was maintained at 10° C. during the addition. The reaction mixture was stirred at room temperature for over 18 hours. The desired product distilling at 45°-49° C./0.2 mm was obtained in 45% yield. Yields the product C(=C)C1=CC=C(C=C1)[Si](OC(C)C)(C)C ((4-Vinylphenyl)dimethyl-2-propoxysilane). Conditions: temperature 10 celsius, time 18 hour. The reactants are Cc1cnc2c(ccc3c(C)c(C)cnc32)c1C, Cc1ccccc1, COCCOCCOC, COc1cc(C)cc(I)c1, CC1(C)CCCC2(C)C1CCC(C)(O)C2CO. The product is COc1cc(C)cc(OCC2C(C)(O)CCC3C(C)(C)CCCC32C)c1. Reaction SMILES: [CH3:18][c:19]1[cH:20][n:21][c:22]2[c:23]([c:24]1[CH3:25])[cH:26][cH:27][c:28]1[c:29]2[n:30][cH:31][c:32]([CH3:33])[c:34]1[CH3:35].[CH3:36][c:37]1[cH:38][cH:39][cH:40][cH:41][cH:42]1.[CH3:53][O:54][CH2:55][CH2:56][O:57][CH2:58][CH2:59][O:60][CH3:61].[I:43][c:44]1[cH:45][c:46]([O:51][CH3:52])[cH:47][c:48]([CH3:50])[cH:49]1.[OH:1][CH2:2][CH:3]1[C:4]([OH:16])([CH3:17])[CH2:5][CH2:6][CH:7]2[C:8]([CH3:14])([CH3:15])[CH2:9][CH2:10][CH2:11][C:12]12[CH3:13]>>[O:1]([CH2:2][CH:3]1[C:4]([OH:16])([CH3:17])[CH2:5][CH2:6][CH:7]2[C:8]([CH3:14])([CH3:15])[CH2:9][CH2:10][CH2:11][C:12]12[CH3:13])[c:44]1[cH:45][c:46]([O:51][CH3:52])[cH:47][c:48]([CH3:50])[cH:49]1.